From a dataset of the Open Reaction Database (ORD), a public repository of structured organic reaction records. describe an organic reaction: reactants, conditions, products, and yield Conditions: temperature 110 celsius, time 16 hour. Product: ClC1=CC=C(COC2=CC(N(C=C2)C2=CC3=C(N(N=C3C=C2)CC)C)=O)C=C1 (4-[(4-chlorobenzyl)oxy]-1-(2-ethyl-3-methyl-2H-indazol-5-yl)pyridin-2(1H)-one). Procedure: To a solution of 5-bromo-2-ethyl-3-methyl-2H-indazole (200 mg), 4-[(4-chlorobenzyl)oxy]pyridin-2(1H)-one (158 mg) and potassium carbonate (347 mg) in 1,4-dioxane (10 ml) were added copper(I) iodide (64 mg) and trans-N,N′-dimethylcyclohexane-1,2-diamine (47 mg), and the mixture was stirred at 110° C. for 16 hr. The reaction mixture was cooled to room temperature, and concentrated under reduced pressure. To the residue were added dichloromethane and water, and the organic layer was washed with sat... Isolated yield 13.6%. Reaction SMILES: Br[C:2]1[CH:10]=[CH:9][C:8]2[C:4](=[C:5]([CH3:13])[N:6]([CH2:11][CH3:12])[N:7]=2)[CH:3]=1.[Cl:14][C:15]1[CH:29]=[CH:28][C:18]([CH2:19][O:20][C:21]2[CH:26]=[CH:25][NH:24][C:23](=[O:27])[CH:22]=2)=[CH:17][CH:16]=1.C(=O)([O-])[O-].[K+].[K+].CN[C@@H]1CCCC[C@H]1NC>O1CCOCC1.[Cu]I>[Cl:14][C:15]1[CH:29]=[CH:28][C:18]([CH2:19][O:20][C:21]2[CH:26]=[CH:25][N:24]([C:2]3[CH:10]=[CH:9][C:8]4[C:4](=[C:5]([CH3:13])[N:6]([CH2:11][CH3:12])[N:7]=4)[CH:3]=3)[C:23](=[O:27])[CH:22]=2)=[CH:17][CH:16]=1 |f:2.3.4|. Starting materials: BrC1=CC2=C(N(N=C2C=C1)CC)C (5-bromo-2-ethyl-3-methyl-2H-indazole), ClC1=CC=C(COC2=CC(NC=C2)=O)C=C1 (4-[(4-chlorobenzyl)oxy]pyridin-2(1H)-one), C([O-])([O-])=O.[K+].[K+] (potassium carbonate), CN[C@H]1[C@@H](CCCC1)NC (trans-N,N′-dimethylcyclohexane-1,2-diamine). Run in O1CCOCC1 (1,4-dioxane). Reagents/catalysts: [Cu]I (copper(I) iodide).